The task is: describe an organic reaction: reactants, conditions, products, and yield. This data is from the Open Reaction Database (ORD), a public repository of structured organic reaction records. Reactants: Cc1cccc2nc(SCc3ccc(C(=O)c4ccc(C(=O)O)cc4)cc3)n(C)c(=O)c12, CN(C)C=O, c1ccc(N2CCNCC2)cc1. Yields the product Cc1cccc2nc(SCc3ccc(C(=O)c4ccc(C(=O)N5CCN(c6ccccc6)CC5)cc4)cc3)n(C)c(=O)c12. Reaction SMILES: [C:1](=[O:2])([OH:3])[c:4]1[cH:5][cH:6][c:7]([C:8](=[O:9])[c:10]2[cH:11][cH:12][c:13]([CH2:14][S:15][c:16]3[n:17][c:18]4[cH:19][cH:20][cH:21][c:22]([CH3:28])[c:23]4[c:24](=[O:27])[n:25]3[CH3:26])[cH:29][cH:30]2)[cH:31][cH:32]1.[O:45]=[CH:46][N:47]([CH3:48])[CH3:49].[c:33]1([N:39]2[CH2:40][CH2:41][NH:42][CH2:43][CH2:44]2)[cH:34][cH:35][cH:36][cH:37][cH:38]1>>[C:1](=[O:2])([c:4]1[cH:5][cH:6][c:7]([C:8](=[O:9])[c:10]2[cH:11][cH:12][c:13]([CH2:14][S:15][c:16]3[n:17][c:18]4[cH:19][cH:20][cH:21][c:22]([CH3:28])[c:23]4[c:24](=[O:27])[n:25]3[CH3:26])[cH:29][cH:30]2)[cH:31][cH:32]1)[N:42]1[CH2:41][CH2:40][N:39]([c:33]2[cH:34][cH:35][cH:36][cH:37][cH:38]2)[CH2:44][CH2:43]1. Reactants: O=C1CCC(=O)N1Cl, N#Cc1nn(-c2c(Cl)cc(C(F)(F)F)cc2Cl)c(N)c1-c1ccoc1Cl, C1CCOC1, O. The product is N#Cc1nn(-c2c(Cl)cc(C(F)(F)F)cc2Cl)c(N)c1-c1cc(Cl)oc1Cl. Reaction SMILES: [Cl:27][N:28]1[C:29](=[O:30])[CH2:31][CH2:32][C:33]1=[O:34].[NH2:1][c:2]1[c:3](-[c:21]2[c:22]([Cl:26])[o:23][cH:24][cH:25]2)[c:4]([C:19]#[N:20])[n:5][n:6]1-[c:7]1[c:8]([Cl:18])[cH:9][c:10]([C:14]([F:15])([F:16])[F:17])[cH:11][c:12]1[Cl:13].[O:36]1[CH2:37][CH2:38][CH2:39][CH2:40]1.[OH2:35]>>[NH2:1][c:2]1[c:3](-[c:21]2[c:22]([Cl:26])[o:23][c:24]([Cl:27])[cH:25]2)[c:4]([C:19]#[N:20])[n:5][n:6]1-[c:7]1[c:8]([Cl:18])[cH:9][c:10]([C:14]([F:15])([F:16])[F:17])[cH:11][c:12]1[Cl:13]. The reactants are CC(CNC(OC(C)(C)C)=O)(C)NC1=NC2=C(C=CC=C2N=C1C)C1=CC=2C(NCCC2N1)=O (tert-butyl (2-methyl-2-((3-methyl-8-(4-oxo-4,5,6,7-tetrahydro-1H-pyrrolo[3,2-c]pyridin-2-yl)quinoxalin-2-yl)amino)propyl)carbamate), C(=O)(C(F)(F)F)O (TFA). Run in C(Cl)Cl (DCM). Reaction conditions: time 1 hour. Product: NCC(C)(C)NC=1C(=NC2=CC=CC(=C2N1)C1=CC=2C(NCCC2N1)=O)C (2-(3-((1-amino-2-methylpropan-2-yl)amino)-2-methylquinoxalin-5-yl)-6,7-dihydro-1H-pyrrolo[3,2-c]pyridin-4(5H)-one). Isolated yield 60.7%. Reaction SMILES: [CH3:1][C:2]([NH:13][C:14]1[C:23]([CH3:24])=[N:22][C:21]2[C:16](=[C:17]([C:25]3[NH:33][C:32]4[CH2:31][CH2:30][NH:29][C:28](=[O:34])[C:27]=4[CH:26]=3)[CH:18]=[CH:19][CH:20]=2)[N:15]=1)([CH3:12])[CH2:3][NH:4]C(=O)OC(C)(C)C.C(O)(C(F)(F)F)=O>C(Cl)Cl>[NH2:4][CH2:3][C:2]([NH:13][C:14]1[C:23]([CH3:24])=[N:22][C:21]2[C:16]([N:15]=1)=[C:17]([C:25]1[NH:33][C:32]3[CH2:31][CH2:30][NH:29][C:28](=[O:34])[C:27]=3[CH:26]=1)[CH:18]=[CH:19][CH:20]=2)([CH3:12])[CH3:1]. Procedure: A solution of tert-butyl (2-methyl-2-((3-methyl-8-(4-oxo-4,5,6,7-tetrahydro-1H-pyrrolo[3,2-c]pyridin-2-yl)quinoxalin-2-yl)amino)propyl)carbamate (339) (0.13 g, 0.28 mmol) in DCM (2.80 mL) and TFA (1.0 mL, 13.99 mmol) was stirred at 0° C. for 20 min before it was warmed to RT and stir for 1 h. The reaction mixture was concentrated and the residue was diluted with CHCl3/IPA(3:2) (150 mL), added to a separatory funnel, and washed with saturated aq. NaHCO3 (2×75 mL) before the organic layer was sepa... The reactants are I(=O)(O)(O)(O)(O)O (orthoperiodic acid), Cl (HCl), C(C)(=O)OCC(=O)[C@]1(CC[C@H]2[C@@H]3CCC4=CC(CC[C@@]4([C@]3([C@H](C[C@]12C)O)F)C)=O)O (2-((8S,9R,10S,11S,13S,14S,17R)-9-fluoro-11,17-dihydroxy-10,13-dimethyl-3-oxo-2,3,6,7,8,9,10,11,12,13,14,15,16,17-tetradecahydro-1H-cyclopenta[a]phenanthren-17-yl)-2-oxoethyl acetate), [OH-].[Na+] (sodium hydroxide). Run in O (water), CO (MeOH), CO (MeOH), O (water). Run at time 10 minute. The product is F[C@]12[C@H](C[C@@]3([C@](CC[C@H]3[C@@H]1CCC1=CC(CC[C@]21C)=O)(C(=O)O)O)C)O ((8S,9R,10S,11S,13S,14S,17R)-9-Fluoro-11,17-dihydroxy-10,13-dimethyl-3-oxo-2,3,6,7,8,9,10,11,12,13,14,15,16,17-tetradecahydro-1H-cyclopenta[a]phenanthrene-17-carboxylic acid). Yield: 101.1%. RXN SMILES: C(OC[C:6]([C@:8]1([OH:30])[C@:24]2([CH3:25])[C@H:11]([C@H:12]3[C@:21]([F:27])([C@@H:22]([OH:26])[CH2:23]2)[C@:20]2([CH3:28])[C:15](=[CH:16][C:17](=[O:29])[CH2:18][CH2:19]2)[CH2:14][CH2:13]3)[CH2:10][CH2:9]1)=[O:7])(=O)C.[OH-].[Na+].Cl.I(O)(O)(O)(O)(O)=[O:35]>CO.O>[F:27][C@@:21]12[C@:20]3([CH3:28])[C:15](=[CH:16][C:17](=[O:29])[CH2:18][CH2:19]3)[CH2:14][CH2:13][C@H:12]1[C@H:11]1[C@@:24]([CH3:25])([C@@:8]([OH:30])([C:6]([OH:35])=[O:7])[CH2:9][CH2:10]1)[CH2:23][C@@H:22]2[OH:26] |f:1.2|. Procedure: In a 1000 mL round-bottomed flask was suspended 2-((8S,9R,10S,11S,13S,14S,17R)-9-fluoro-11,17-dihydroxy-10,13-dimethyl-3-oxo-2,3,6,7,8,9,10,11,12,13,14,15,16,17-tetradecahydro-1H-cyclopenta[a]phenanthren-17-yl)-2-oxoethyl acetate (Fludrocortisone-21-acetate, 22.8 g, 53.97 mmol) in MeOH (200 mL) and the suspension was degassed with nitrogen. 2M sodium hydroxide (40.5 mL, 80.95 mmol) was added to the solution and the mixture was stirred for 10 minutes. To the solution was added 4M HCl (20 ml, 80 m... The yield is 59.0%. As a reaction SMILES: [CH2:1]([C@@H:8]([CH2:12][CH2:13][C@H:14]([CH2:34][C:35]1[CH:40]=[CH:39][CH:38]=[CH:37][CH:36]=1)[C:15]([NH:17][C@H:18]1[CH2:24][CH2:23][CH2:22][CH2:21][N:20]([C:25]2[CH:30]=[CH:29][CH:28]=[CH:27][C:26]=2[O:31][CH3:32])[C:19]1=[O:33])=[O:16])[C:9](O)=[O:10])[C:2]1[CH:7]=[CH:6][CH:5]=[CH:4][CH:3]=1.[NH2:41][C@H:42]1[CH2:48][CH2:47][S:46][C@H:45]2[CH2:49][CH2:50][CH2:51][C@@H:52]([CH:53]=[CH2:54])[N:44]2[C:43]1=[O:55]>>[CH2:34]([C@@H:14]([CH2:13][CH2:12][C@H:8]([CH2:1][C:2]1[CH:3]=[CH:4][CH:5]=[CH:6][CH:7]=1)[C:9]([NH:41][C@H:42]1[CH2:48][CH2:47][S:46][C@H:45]2[CH2:49][CH2:50][CH2:51][C@@H:52]([CH:53]=[CH2:54])[N:44]2[C:43]1=[O:55])=[O:10])[C:15]([NH:17][C@H:18]1[CH2:24][CH2:23][CH2:22][CH2:21][N:20]([C:25]2[CH:30]=[CH:29][CH:28]=[CH:27][C:26]=2[O:31][CH3:32])[C:19]1=[O:33])=[O:16])[C:35]1[CH:40]=[CH:39][CH:38]=[CH:37][CH:36]=1. Reactants: C(C1=CC=CC=C1)[C@H](C(=O)O)CC[C@@H](C(=O)N[C@@H]1C(N(CCCC1)C1=C(C=CC=C1)OC)=O)CC1=CC=CC=C1 ((2R,5R)-2,5-Dibenzyl-6-((S)-1-(2-methoxyphenyl)-2-oxoazepan-3-ylamino)-6-oxohexanoic acid), N[C@@H]1C(N2[C@@H](SCC1)CCC[C@H]2C=C)=O ((4S,7S,10aS)-4-Amino-7-vinylhexahydro-2H-pyrido[2,1-b][1,3]thiazepin-5(7H)-one). Procedure: (2R,5R)-2,5-Dibenzyl-N1-((S)-1-(2-methoxyphenyl)-2-oxoazepan-3-yl)-N6-((4S,7S,10aS)-5-oxo-7-vinyloctahydro-2H-pyrido[2,1-b][1,3]thiazepin-4-yl)hexanediamide was synthesized as described in General Procedure H using Intermediate 70 (36 mg, 0.067 mmol) and Intermediate 73 (23 mg, 0.067 mmol) to give a white solid (30 mg, 59% yield). Anal. Calcd. for C44H54N4O5S m/z 750.7. found: 751.5 (M+H)+; 1H NMR (400 MHz, CDCl3) δ ppm 7.29-7.07 (m, 11H), 7.07-6.89 (m, 3H), 6.36-6.18 (m, 1H), 5.33 (s, 1H), 5.23... Product: C(C1=CC=CC=C1)[C@H](C(=O)N[C@@H]1C(N(CCCC1)C1=C(C=CC=C1)OC)=O)CC[C@@H](C(=O)N[C@@H]1C(N2[C@@H](SCC1)CCC[C@H]2C=C)=O)CC2=CC=CC=C2 ((2R,5R)-2,5-Dibenzyl-N1-((S)-1-(2-methoxyphenyl)-2-oxoazepan-3-yl)-N6-((4S,7S,10aS)-5-oxo-7-vinyloctahydro-2H-pyrido[2,1-b][1,3]thiazepin-4-yl)hexanediamide), solid. Reactants: CCO, OCc1c[nH]c(-c2ccc(OCc3ccccc3)cc2)n1. Yields the product OCc1c[nH]c(-c2ccc(O)cc2)n1. RXN SMILES: [CH3:22][CH2:23][OH:24].[OH:1][CH2:2][c:3]1[n:4][c:5](-[c:8]2[cH:9][cH:10][c:11]([O:14][CH2:15][c:16]3[cH:17][cH:18][cH:19][cH:20][cH:21]3)[cH:12][cH:13]2)[nH:6][cH:7]1>>[OH:1][CH2:2][c:3]1[n:4][c:5](-[c:8]2[cH:9][cH:10][c:11]([OH:14])[cH:12][cH:13]2)[nH:6][cH:7]1. The reactants are C(C1=CC=CC=C1)O[C@H]1[C@@H](O[C@@H]([C@H]([C@@H]1OCC1=CC=CC=C1)OCC1=CC=CC=C1)COCC1=CC=CC=C1)C1=CNC2=C(C=CC=C12)Cl (3-(2,3,4,6-tetra-O-benzyl-β-D-glucopyranosyl)-7-chloro-1H-indole), [H-].[Na+] (sodium hydride), [Si](C1=CC=CC=C1)(C1=CC=CC=C1)(C(C)(C)C)OCCC1=CC=C(CBr)C=C1 (4-[2-(tert-butyldiphenylsilyloxy)ethyl]benzyl bromide), O (water). Run in CN(C=O)C (N,N-dimethylformamide), O1CCCC1 (tetra hydrofuran). Conditions: time 15 minute. Yields the product C(C1=CC=CC=C1)O[C@H]1[C@@H](O[C@@H]([C@H]([C@@H]1OCC1=CC=CC=C1)OCC1=CC=CC=C1)COCC1=CC=CC=C1)C1=CN(C2=C(C=CC=C12)Cl)CC1=CC=C(C=C1)CCO (3-(2,3,4,6-Tetra-O-benzyl-β-D-glucopyranosyl)-7-chloro-1-[4-(2-hydroxyethyl)benzyl]-1H-indole). The yield is 86.9%. As a reaction SMILES: [CH2:1]([O:8][C@@H:9]1[C@@H:14]([O:15][CH2:16][C:17]2[CH:22]=[CH:21][CH:20]=[CH:19][CH:18]=2)[C@H:13]([O:23][CH2:24][C:25]2[CH:30]=[CH:29][CH:28]=[CH:27][CH:26]=2)[C@@H:12]([CH2:31][O:32][CH2:33][C:34]2[CH:39]=[CH:38][CH:37]=[CH:36][CH:35]=2)[O:11][C@H:10]1[C:40]1[C:48]2[C:43](=[C:44]([Cl:49])[CH:45]=[CH:46][CH:47]=2)[NH:42][CH:41]=1)[C:2]1[CH:7]=[CH:6][CH:5]=[CH:4][CH:3]=1.[H-].[Na+].[Si]([O:69][CH2:70][CH2:71][C:72]1[CH:79]=[CH:78][C:75]([CH2:76]Br)=[CH:74][CH:73]=1)(C(C)(C)C)(C1C=CC=CC=1)C1C=CC=CC=1.O>CN(C)C=O.O1CCCC1>[CH2:1]([O:8][C@@H:9]1[C@@H:14]([O:15][CH2:16][C:17]2[CH:18]=[CH:19][CH:20]=[CH:21][CH:22]=2)[C@H:13]([O:23][CH2:24][C:25]2[CH:30]=[CH:29][CH:28]=[CH:27][CH:26]=2)[C@@H:12]([CH2:31][O:32][CH2:33][C:34]2[CH:35]=[CH:36][CH:37]=[CH:38][CH:39]=2)[O:11][C@H:10]1[C:40]1[C:48]2[C:43](=[C:44]([Cl:49])[CH:45]=[CH:46][CH:47]=2)[N:42]([CH2:76][C:75]2[CH:78]=[CH:79][C:72]([CH2:71][CH2:70][OH:69])=[CH:73][CH:74]=2)[CH:41]=1)[C:2]1[CH:7]=[CH:6][CH:5]=[CH:4][CH:3]=1 |f:1.2|. Procedure details: To a solution of 3-(2,3,4,6-tetra-O-benzyl-β-D-glucopyranosyl)-7-chloro-1H-indole (0.48 g) in N,N-dimethylformamide (5 mL) was added 55% sodium hydride (37 mg) under ice-cooling, and the mixture was stirred at the same temperature for 15 minutes. To this mixture was added a solution of 4-[2-(tert-butyldiphenylsilyloxy)ethyl]benzyl bromide (0.42 g) in tetra hydrofuran (2 mL) at the same temperature, and the mixture was stirred at the same temperature for 15 minutes, and stirred at room temperatur...